describe an organic reaction: reactants, conditions, products, and yield From a dataset of the Open Reaction Database (ORD), a public repository of structured organic reaction records. Starting materials: C1(CC1)N1C=C(C(C2=CC(=C(C=C12)F)F)=O)C(=O)O (1-cyclopropyl-6,7-difluoro-1,4-dihydro-4-oxoquinoline-3-carboxylic acid), Br.[N+](=O)([O-])C1=C2CNCC2=CC=C1 (4-nitroisoindoline hydrobromide), C1CCC2=NCCCN2CC1 (DBU). Solvent: CN(C)C=O (DMF). RXN SMILES: [CH:1]1([N:4]2[C:13]3[C:8](=[CH:9][C:10]([F:15])=[C:11](F)[CH:12]=3)[C:7](=[O:16])[C:6]([C:17]([OH:19])=[O:18])=[CH:5]2)[CH2:3][CH2:2]1.Br.[N+:21]([C:24]1[CH:32]=[CH:31][CH:30]=[C:29]2[C:25]=1[CH2:26][NH:27][CH2:28]2)([O-:23])=[O:22].C1CCN2C(=NCCC2)CC1>CN(C=O)C>[N+:21]([C:24]1[CH:32]=[CH:31][CH:30]=[C:29]2[C:25]=1[CH2:26][N:27]([C:11]1[CH:12]=[C:13]3[C:8]([C:7](=[O:16])[C:6]([C:17]([OH:19])=[O:18])=[CH:5][N:4]3[CH:1]3[CH2:3][CH2:2]3)=[CH:9][C:10]=1[F:15])[CH2:28]2)([O-:23])=[O:22] |f:1.2|. Reported procedure: 159 mg of 1-cyclopropyl-6,7-difluoro-1,4-dihydro-4-oxoquinoline-3-carboxylic acid, 176 mg of 4-nitroisoindoline hydrobromide, 164 mg of DBU, and 1.5 ml of anhydrous DMF were processed in the same manner as in Example 20 to produce 82 mg of the target compound. Yield: 33.4%. Product: [N+](=O)([O-])C1=C2CN(CC2=CC=C1)C1=C(C=C2C(C(=CN(C2=C1)C1CC1)C(=O)O)=O)F (7-(4-nitro-2-isoindolinyl)-1-cyclopropyl-6-fluoro-1,4- dihydro-4-oxoquinoline-3-carboxylic acid).